From a dataset of the Open Reaction Database (ORD), a public repository of structured organic reaction records. describe an organic reaction: reactants, conditions, products, and yield Reactants: C1=CC=CC=2C3=CC=CC=C3N(C12)CC#CC#CCCCCO (9-(N-carbazolyl)-5,7-nonadiyn-1-ol), C1=CC=CC=2C3=CC=CC=C3N(C12)CC#CC#CCCCCO (9-(N-carbazolyl)--5,7-nonadiyn-1-ol), C1=CC=CC=2C3=CC=CC=C3N(C12)CC#CC#CCCCCO (9-(N-carbazolyl)-5,7-nonadiyn-1-ol), C1=CC=CC=2C3=CC=CC=C3N(C12)CC#C (3-(N-carbazolyl)-1-propyne), C1=CC=CC=2C3=CC=CC=C3N(C12)CC#CC#CCCCCO (9-(N-carbazolyl)--5,7-nonadiyn-1-ol), C(CCCC#C)O (5-hexyn-1-ol), Br[O-].[Na+] (sodium hypobromite). Yields the product CNC(=O)OCC.C1=CC=CC=2C3=CC=CC=C3N(C12)CC#CC#CCCCCO (9-(N-carbazolyl)- 5,7-nonadiyn-1-ol methylurethane). Reaction SMILES: [CH:1]1[C:13]2[N:12]([CH2:14][C:15]#[C:16][C:17]#[C:18][CH2:19][CH2:20][CH2:21][CH2:22][OH:23])[C:11]3[C:6](=[CH:7][CH:8]=[CH:9][CH:10]=3)[C:5]=2[CH:4]=[CH:3][CH:2]=1.C1C2[N:35]([CH2:37]C#C)[C:34]3C(=CC=CC=3)C=2C=CC=1.C([OH:46])CCCC#C.Br[O-].[Na+]>>[CH3:34][NH:35][C:37]([O:23][CH2:22][CH3:21])=[O:46].[CH:10]1[C:11]2[N:12]([CH2:14][C:15]#[C:16][C:17]#[C:18][CH2:19][CH2:20][CH2:21][CH2:22][OH:23])[C:13]3[C:5](=[CH:4][CH:3]=[CH:2][CH:1]=3)[C:6]=2[CH:7]=[CH:8][CH:9]=1 |f:3.4,5.6|. Procedure: For example, 9-(N-carbazolyl)-5, 7-nonadiyn -1-ol (5) is synthesized in about 80% yield by cross coupling of 3-(N-carbazolyl)-1-propyne (3) with 6-bromo-5-hexyn-1-ol (6), which, in turn, is synthesized from 5-hexyn-1-ol with sodium hypobromite. Reaction of (5) with methylisocyanate (7) gives 9-(N-carbazolyl)- 5,7-nonadiyn-1-ol methylurethane (8) in almost quantitative yield. ##STR12## The reactants are CC1(OC2=C(C1C1=CC=CC=C1)C(=C(C(=C2C)C)N)C)C (2,2,4,6,7-pentamethyl-3-phenyl-2,3-dihydro-1-benzofuran-5-amine), FC1=CC=C(C(=O)Cl)C=C1 (4-fluorobenzoyl chloride). The solvent is C(C)(=O)OCC (Ethyl acetate). Yields the product FC1=CC=C(C(=O)NC=2C(=C(C3=C(C(C(O3)(C)C)C3=CC=CC=C3)C2C)C)C)C=C1 (4-Fluoro-N-(2,2,4,6,7-pentamethyl-3-phenyl-2,3-dihydro-1-benzofuran-5-yl)benzamide). Isolated yield 92.0%. As a reaction SMILES: [CH3:1][C:2]1([CH3:21])[CH:6]([C:7]2[CH:12]=[CH:11][CH:10]=[CH:9][CH:8]=2)[C:5]2[C:13]([CH3:20])=[C:14]([NH2:19])[C:15]([CH3:18])=[C:16]([CH3:17])[C:4]=2[O:3]1.[F:22][C:23]1[CH:31]=[CH:30][C:26]([C:27](Cl)=[O:28])=[CH:25][CH:24]=1>C(OCC)(=O)C>[F:22][C:23]1[CH:31]=[CH:30][C:26]([C:27]([NH:19][C:14]2[C:15]([CH3:18])=[C:16]([CH3:17])[C:4]3[O:3][C:2]([CH3:21])([CH3:1])[CH:6]([C:7]4[CH:8]=[CH:9][CH:10]=[CH:11][CH:12]=4)[C:5]=3[C:13]=2[CH3:20])=[O:28])=[CH:25][CH:24]=1. Procedure details: By using 2,2,4,6,7-pentamethyl-3-phenyl-2,3-dihydro-1-benzofuran-5-amine and 4-fluorobenzoyl chloride, the title compound was synthesized according to Example 1b. Yield: 92%. Melting point: 156-158° C. (Ethyl acetate) Starting materials: COC(=O)C1CC(N=[N+]=[N-])C(=O)C2C1(C)CCC1C(=O)OC(c3ccoc3)CC12C, CO, [Cl-], ClCCl, [NH4+]. The product is COC(=O)C1CC(N)C(=O)C2C1(C)CCC1C(=O)OC(c3ccoc3)CC12C. Reaction SMILES: [CH3:1][O:2][C:3](=[O:4])[CH:5]1[C:6]2([CH3:30])[CH2:7][CH2:8][CH:9]3[C:10](=[O:29])[O:11][CH:12]([c:24]4[cH:25][o:26][cH:27][cH:28]4)[CH2:13][C:14]3([CH3:23])[CH:15]2[C:16](=[O:22])[CH:17]([N:19]=[N+:20]=[N-:21])[CH2:18]1.[CH3:36][OH:37].[Cl-:31].[Cl:33][CH2:34][Cl:35].[NH4+:32]>>[CH3:1][O:2][C:3](=[O:4])[CH:5]1[C:6]2([CH3:30])[CH2:7][CH2:8][CH:9]3[C:10](=[O:29])[O:11][CH:12]([c:24]4[cH:25][o:26][cH:27][cH:28]4)[CH2:13][C:14]3([CH3:23])[CH:15]2[C:16](=[O:22])[CH:17]([NH2:19])[CH2:18]1. Reactants: COC(=O)CCC(C)(C#N)c1ccccn1, CCO. Yields the product CC1(c2ccccn2)CCC(=O)NC1. As a reaction SMILES: [C:1](#[N:2])[C:3]([CH2:4][CH2:5][C:6](=[O:7])[O:8][CH3:9])([CH3:10])[c:11]1[n:12][cH:13][cH:14][cH:15][cH:16]1.[CH3:17][CH2:18][OH:19]>>[CH2:1]1[NH:2][C:6](=[O:7])[CH2:5][CH2:4][C:3]1([CH3:10])[c:11]1[n:12][cH:13][cH:14][cH:15][cH:16]1.